This data is from the Open Reaction Database (ORD), a public repository of structured organic reaction records. The task is: describe an organic reaction: reactants, conditions, products, and yield The reactants are Cl (hydrochloric acid), ClC1=C(C(CNC=CC#N)=O)C=CC=C1Cl (3-(2,3-dichlorophenacylamino)acrylonitrile), ClC1=C(C(CNC=CC#N)=O)C=CC=C1Cl (3-(2,3-dichlorophenacylamino)acrylonitrile), CC[O-].[Na+] (sodium ethylate). The solvent is C(C)O (ethanol). The product is ClC1=C(C=CC=C1Cl)C=1C(=CNC1)C#N (4-(2,3-dichlorophenyl)-3-cyanopyrrole). As a reaction SMILES: [Cl:1][C:2]1[C:15]([Cl:16])=[CH:14][CH:13]=[CH:12][C:3]=1[C:4](=O)[CH2:5][NH:6][CH:7]=[CH:8][C:9]#[N:10].CC[O-].[Na+].Cl>C(O)C>[Cl:1][C:2]1[C:15]([Cl:16])=[CH:14][CH:13]=[CH:12][C:3]=1[C:4]1[C:8]([C:9]#[N:10])=[CH:7][NH:6][CH:5]=1 |f:1.2|. Reported procedure: To 4.2 g of the 3-(2,3-dichlorophenacylamino)acrylonitrile obtained in (a) is added 0.5 g of sodium ethylate in 50 ml of ethanol. The reaction mixture is heated to reflux temperature, cooled to room temperature, poured into a mixture of dilute hydrochloric acid and ice, and stirred for c. 1 hour. The precipitate is isolated by filtration, washed with water and dried, affording the title compound in quantitative yield. Melting point: 149°-150° C. Reactants: CCc1nc2ccccc2n1CCO, ClC(Cl)Cl, O=S(Cl)Cl. Yields the product CCc1nc2ccccc2n1CCCl. Reaction SMILES: [CH2:1]([CH3:2])[c:3]1[n:4][c:5]2[c:6]([n:7]1[CH2:8][CH2:9][OH:10])[cH:11][cH:12][cH:13][cH:14]2.[Cl:19][CH:20]([Cl:21])[Cl:22].[S:15]([Cl:16])([Cl:17])=[O:18]>>[CH2:1]([CH3:2])[c:3]1[n:4][c:5]2[c:6]([n:7]1[CH2:8][CH2:9][Cl:17])[cH:11][cH:12][cH:13][cH:14]2.